Dataset: the Open Reaction Database (ORD), a public repository of structured organic reaction records. Task: describe an organic reaction: reactants, conditions, products, and yield The reactants are C1CCOC1 (THF), C(C(=O)Cl)(=O)Cl (oxalyl chloride), C1CCOC1 (THF), C1=CC=CC=2C3=CC=CC=C3C(C12)COC(=O)N[C@H](CC1=CNC2=CC=CC=C12)C(=O)O (N-(9-fluorenylmethoxycarbonyl)-D-tryptophan), CN(C)C=O (DMF). Run at time 30 minute. Product: N[C@@H](C(=O)N1CC(CC2=CC=CC=C12)CN1CCCC1)CC1=CNC2=CC=CC=C12 (1-[2-(R)-Amino-3-(indol-3-yl)propanoyl]-3-(R,S)-(pyrrolidin-1-yl)methyl-1,2,3,4-tetrahydroquinoline). Reaction SMILES: [CH2:1]1[CH2:5]O[CH2:3][CH2:2]1.[C:6](Cl)(=O)[C:7](Cl)=O.C1C2C(COC([NH:29][C@@H:30]([C:41]([OH:43])=O)[CH2:31][C:32]3[C:40]4[C:35](=[CH:36][CH:37]=[CH:38][CH:39]=4)[NH:34][CH:33]=3)=O)C3C(=CC=CC=3)C=2C=CC=1.[CH3:44][N:45]([CH:47]=O)[CH3:46]>>[NH2:29][C@H:30]([CH2:31][C:32]1[C:40]2[C:35](=[CH:36][CH:37]=[CH:38][CH:39]=2)[NH:34][CH:33]=1)[C:41]([N:29]1[C:30]2[C:5](=[CH:39][CH:40]=[CH:32][CH:31]=2)[CH2:1][CH:2]([CH2:44][N:45]2[CH2:47][CH2:7][CH2:6][CH2:46]2)[CH2:3]1)=[O:43]. Procedure: A THF (15 ml) solution of oxalyl chloride (1.16 ml) was added dropwise to a THF (45 ml) solution of N-(9-fluorenylmethoxycarbonyl)-D-tryptophan (4.73 g) and DMF (0.1 ml) at 0° C. The reaction mixture was stirred at room temperature for 30 minutes, then concentrated. The residue was dissolved in ethyl acetate (30 ml), which was added dropwise to the mixture of an ethyl acetate (40 ml) solution of 3-(R,S)-(pyrrolidin-1-yl)methyl-1,2,3,4-tetrahydroquinoline (800 mg) and 20% aqueous sodium carbonate... Reactants: CO, C[Si](C)(C)C#Cc1cccc2c1N(S(=O)(=O)c1ccc(OC(F)(F)F)cc1)Cc1ccc(C(F)(F)F)nc1N2, [K+], [K+], O=C([O-])[O-], O. Yields the product C#Cc1cccc2c1N(S(=O)(=O)c1ccc(OC(F)(F)F)cc1)Cc1ccc(C(F)(F)F)nc1N2. RXN SMILES: [CH3:46][OH:47].[F:1][C:2]([O:3][c:4]1[cH:5][cH:6][c:7]([S:10](=[O:11])(=[O:12])[N:13]2[CH2:14][c:15]3[c:16]([n:30][c:31]([C:34]([F:35])([F:36])[F:37])[cH:32][cH:33]3)[NH:17][c:18]3[c:19]2[c:20]([C:24]#[C:25][Si:26]([CH3:27])([CH3:28])[CH3:29])[cH:21][cH:22][cH:23]3)[cH:8][cH:9]1)([F:38])[F:39].[K+:40].[K+:41].[O-:42][C:43]([O-:44])=[O:45].[OH2:48]>>[F:1][C:2]([O:3][c:4]1[cH:5][cH:6][c:7]([S:10](=[O:11])(=[O:12])[N:13]2[CH2:14][c:15]3[c:16]([n:30][c:31]([C:34]([F:35])([F:36])[F:37])[cH:32][cH:33]3)[NH:17][c:18]3[c:19]2[c:20]([C:24]#[CH:25])[cH:21][cH:22][cH:23]3)[cH:8][cH:9]1)([F:38])[F:39].